Dataset: the Open Reaction Database (ORD), a public repository of structured organic reaction records. Task: describe an organic reaction: reactants, conditions, products, and yield Reactants: C(C)(C)N(C(C)C)CC (N,N-diisopropylethylamine), ClC1=NC(=NC=C1C(=O)OCC)SC (ethyl 4-chloro-2-(methylthio)pyrimidine-5-carboxylate), Cl.ClC1=C(C=CC=C1)NN (2-chlorophenylhydrazine hydrochloride). Solvent: O1CCCC1 (tetrahydrofuran). Product: ClC1=C(C=CC=C1)NNC1=NC(=NC=C1C(=O)OCC)SC (ethyl 4-[2-(2-chlorophenyl)hydrazino]-2-(methylthio)pyrimidine-5-carboxylate). As a reaction SMILES: C(N(CC)C(C)C)(C)C.Cl[C:11]1[C:16]([C:17]([O:19][CH2:20][CH3:21])=[O:18])=[CH:15][N:14]=[C:13]([S:22][CH3:23])[N:12]=1.Cl.[Cl:25][C:26]1[CH:31]=[CH:30][CH:29]=[CH:28][C:27]=1[NH:32][NH2:33]>O1CCCC1>[Cl:25][C:26]1[CH:31]=[CH:30][CH:29]=[CH:28][C:27]=1[NH:32][NH:33][C:11]1[C:16]([C:17]([O:19][CH2:20][CH3:21])=[O:18])=[CH:15][N:14]=[C:13]([S:22][CH3:23])[N:12]=1 |f:2.3|. Reported procedure: At room temperature, 16.2 mL of N,N-diisopropylethylamine was added to tetrahydrofuran (300 mL) solution of 9.4 g of ethyl 4-chloro-2-(methylthio)pyrimidine-5-carboxylate and 8.3 g of 2-chlorophenylhydrazine hydrochloride, and heated under reflux for 18 hours. The solvent was concentrated under reduced pressure, water was added to this, and extracted with ethyl acetate, and the ethyl acetate layer was washed with saturated saline water, and dried with anhydrous sodium sulfate. The solvent was ev... Starting materials: [Cl-].[NH4+] (ammonium chloride), OP(=O)(O)O (H3PO4), C(C)(C)(C)OC(=O)N1CCN(CC1)C1=CC(=CC=C1)Br (4-tert-Butyloxycarbonyl-1-(3-bromophenyl)piperazine), C(CCC)[Li] (n-butyllithium), B(OC(C)C)(OC(C)C)OC(C)C (Triisopropyl borate). Run in O (water), CCCCCCC (heptane), O1CCCC1.C1(=CC=CC=C1)C (tetrahydrofuran toluene). Reaction conditions: temperature -78 celsius, time 20 minute. Yields the product C(C)(C)(C)OC(=O)N1CCN(CC1)C=1C=C(C=CC1)B(O)O (3-(4-tert-Butyloxycarbonylpiperazin-1-yl)phenylboronic acid). As a reaction SMILES: [C:1]([O:5][C:6]([N:8]1[CH2:13][CH2:12][N:11]([C:14]2[CH:19]=[CH:18][CH:17]=[C:16](Br)[CH:15]=2)[CH2:10][CH2:9]1)=[O:7])([CH3:4])([CH3:3])[CH3:2].C([Li])CCC.[B:26](OC(C)C)([O:31]C(C)C)[O:27]C(C)C.[Cl-].[NH4+].OP(O)(O)=O>O1CCCC1.C1(C)C=CC=CC=1.CCCCCCC.O>[C:1]([O:5][C:6]([N:8]1[CH2:13][CH2:12][N:11]([C:14]2[CH:15]=[C:16]([B:26]([OH:31])[OH:27])[CH:17]=[CH:18][CH:19]=2)[CH2:10][CH2:9]1)=[O:7])([CH3:4])([CH3:3])[CH3:2] |f:3.4,6.7|. Reported procedure: To the 4-tert-Butyloxycarbonyl-1-(3-bromophenyl)piperazine from Step 1 (118.30 g, 346.9 mmol) in tetrahydrofuran/toluene (1/1, 1.5 L) at −78° C. under nitrogen was added n-butyllithium (2.5M, 160 mL, 398.9 mmol) dropwise and the resulting reaction mixture was stirred at −78° C. for 20 minutes. Triisopropyl borate (96.4 mL, 416.3 mmol) was added dropwise and the reaction was warmed to 0° C. and stirred for 2 hours. Aqueous saturated ammonium chloride (400 mL), water (100 mL) and 1 equivalent of H... The reactants are CO, CCOC(C)=O, COC(=O)c1ccc(C(=O)NCc2cccc3[nH]ccc23)cc1Br, [Na+], C1CCOC1, [OH-]. Yields the product O=C(NCc1cccc2[nH]ccc12)c1ccc(C(=O)O)c(Br)c1. Reaction SMILES: [CH3:27][OH:28].[CH3:34][CH2:35][O:36][C:37](=[O:38])[CH3:39].[CH3:3][O:4][C:5]([c:6]1[c:7]([Br:25])[cH:8][c:9]([C:12](=[O:13])[NH:14][CH2:15][c:16]2[c:17]3[cH:18][cH:19][nH:20][c:21]3[cH:22][cH:23][cH:24]2)[cH:10][cH:11]1)=[O:26].[Na+:2].[O:29]1[CH2:30][CH2:31][CH2:32][CH2:33]1.[OH-:1]>>[O:4]=[C:5]([c:6]1[c:7]([Br:25])[cH:8][c:9]([C:12](=[O:13])[NH:14][CH2:15][c:16]2[c:17]3[cH:18][cH:19][nH:20][c:21]3[cH:22][cH:23][cH:24]2)[cH:10][cH:11]1)[OH:26].